From a dataset of the Open Reaction Database (ORD), a public repository of structured organic reaction records. describe an organic reaction: reactants, conditions, products, and yield The reactants are C(C)OC(=O)CCCCCOC1=C(C=CC(=C1)C)N(C(C1=CC(=C(C=C1)NC(=O)C1=C(C(=CC=C1)[N+](=O)[O-])NC(=O)CN1C(C=2C(C1=O)=CC=CC2)=O)OC)=O)C (N-[2-(5-ethoxycarbonylpent-1-yloxy)-4-methylphenyl]-3-methoxy-N-methyl-4-(3-nitro-2-phthalimidomethylcarbonylaminophenyl)carbonylaminobenzamide), C(C)(=O)O (acetic acid). The reagents and catalysts are [Fe] (iron). Solvent: C(C)O (ethanol). Conditions: time 30 minute. The product is C(C)OC(=O)CCCCCOC1=C(C=CC(=C1)C)N(C(C1=CC(=C(C=C1)NC(=O)C1=CC=CC=2NC(=NC21)CN2C(C=1C(C2=O)=CC=CC1)=O)OC)=O)C (N-[2-(5-ethoxycarbonylpent-1-yloxy)-4-methylphenyl]-3-methoxy-N-methyl-4-(2-phthalimidomethyl-1H-benzimidazol-4-yl)carbonylaminobenzamide). Isolated yield 97.9%. RXN SMILES: [CH2:1]([O:3][C:4]([CH2:6][CH2:7][CH2:8][CH2:9][CH2:10][O:11][C:12]1[CH:17]=[C:16]([CH3:18])[CH:15]=[CH:14][C:13]=1[N:19]([CH3:57])[C:20](=[O:56])[C:21]1[CH:26]=[CH:25][C:24]([NH:27][C:28]([C:30]2[CH:35]=[CH:34][CH:33]=[C:32]([N+:36]([O-])=O)[C:31]=2[NH:39][C:40]([CH2:42][N:43]2[C:47](=[O:48])[C:46]3=[CH:49][CH:50]=[CH:51][CH:52]=[C:45]3[C:44]2=[O:53])=O)=[O:29])=[C:23]([O:54][CH3:55])[CH:22]=1)=[O:5])[CH3:2].C(O)(=O)C>C(O)C.[Fe]>[CH2:1]([O:3][C:4]([CH2:6][CH2:7][CH2:8][CH2:9][CH2:10][O:11][C:12]1[CH:17]=[C:16]([CH3:18])[CH:15]=[CH:14][C:13]=1[N:19]([CH3:57])[C:20](=[O:56])[C:21]1[CH:26]=[CH:25][C:24]([NH:27][C:28]([C:30]2[C:31]3[N:39]=[C:40]([CH2:42][N:43]4[C:47](=[O:48])[C:46]5=[CH:49][CH:50]=[CH:51][CH:52]=[C:45]5[C:44]4=[O:53])[NH:36][C:32]=3[CH:33]=[CH:34][CH:35]=2)=[O:29])=[C:23]([O:54][CH3:55])[CH:22]=1)=[O:5])[CH3:2]. Reported procedure: A mixture of N-[2-(5-ethoxycarbonylpent-1-yloxy)-4-methylphenyl]-3-methoxy-N-methyl-4-(3-nitro-2-phthalimidomethylcarbonylaminophenyl)carbonylaminobenzamide (3.96 g), iron powder (1.42 g) and acetic acid (3.05 g) in ethanol (50 ml) was refluxed for 4 hours and the solvent was removed under reduce pressure. The residue was stirred in a mixture of chloroform (100 ml) and saturated aqueous sodium hydrogen carbonate (100 ml) for 30 minutes and the solution was filtered through a bed of celite. The o... The reactants are N12CC(C(CC1)CC2)OC2=CC=C(C=C2)NC=2C=NC=CC2 (N-[4-(1-azabicyclo[2.2.2]oct-3-yloxy)phenyl]pyridin-3-amine), Cl (HCl), O1CCOCC1 (1,4-dioxane). The solvent is C(C)(=O)OCC (ethyl acetate). Yields the product Cl.Cl.N12CC(C(CC1)CC2)OC2=CC=C(C=C2)NC=2C=NC=CC2 (N-[4-(1-azabicyclo[2.2.2]oct-3-yloxy)phenyl]pyridin-3-amine dihydrochloride). As a reaction SMILES: [N:1]12[CH2:8][CH2:7][CH:4]([CH2:5][CH2:6]1)[CH:3]([O:9][C:10]1[CH:15]=[CH:14][C:13]([NH:16][C:17]3[CH:18]=[N:19][CH:20]=[CH:21][CH:22]=3)=[CH:12][CH:11]=1)[CH2:2]2.[ClH:23].O1CCOCC1>C(OCC)(=O)C>[ClH:23].[ClH:23].[N:1]12[CH2:8][CH2:7][CH:4]([CH2:5][CH2:6]1)[CH:3]([O:9][C:10]1[CH:11]=[CH:12][C:13]([NH:16][C:17]3[CH:18]=[N:19][CH:20]=[CH:21][CH:22]=3)=[CH:14][CH:15]=1)[CH2:2]2 |f:4.5.6|. Reported procedure: The product of Example 19A (110 mg, 0.37 mmol) in ethyl acetate (5 mL) was treated with 4M HCl in 1,4-dioxane (0.5 mL, 2 mmol). The title compound was obtained as a solid (130 mg, yield, 96%). 1H NMR (MeOH-d4, 300 MHz) δ 1.85–2.18 (m, 3H), 2.25–2.40 (m, 1H), 2.50–2.58 (m, 1H), 3.30–3.50 (m, 5H), 3.78–3.8(m, 1H), 4.92 (m, 1H), 7.08 (dt, J=8.9, 3.7 Hz, 2H), 7.26 (dt, J=9.2, 3.7 Hz, 2H), 7.78 (dd, J=8.9, 5.5 Hz, 1H), 7.93 (ddd, J=8.8, 2.7, 1.4 Hz, 1H), 8.06 (dt, J=5.4, 1.0 Hz, 1H), 8.17 (d, J=3.1 H... Reactants: C1(=CC=C(C=C1)C1(CC1)C#N)C1=CC=CC=C1 (1-(Biphenyl-4-yl)cyclopropanecarbonitrile), [OH-].[K+] (KOH), C(CO)O (ethylene glycol). The solvent is O (water). Yields the product C1(=CC=C(C=C1)C1(CC1)C(=O)O)C1=CC=CC=C1 (1-(biphenyl-4-yl)cyclopropanecarboxylic acid). RXN SMILES: [C:1]1([C:12]2[CH:17]=[CH:16][CH:15]=[CH:14][CH:13]=2)[CH:6]=[CH:5][C:4]([C:7]2([C:10]#N)[CH2:9][CH2:8]2)=[CH:3][CH:2]=1.[OH-:18].[K+].C(O)C[OH:22]>O>[C:1]1([C:12]2[CH:17]=[CH:16][CH:15]=[CH:14][CH:13]=2)[CH:6]=[CH:5][C:4]([C:7]2([C:10]([OH:22])=[O:18])[CH2:9][CH2:8]2)=[CH:3][CH:2]=1 |f:1.2|. Procedure: 1-(Biphenyl-4-yl)cyclopropanecarbonitrile (63 g, 288 mmol), KOH (1130 mmol) and ethylene glycol (350 mL) were heated to 160° C. for 6 hours (reaction complete by LCMS). The solution was cooled to room temperature, water (1.5 L) was added and the solution acidified to precipitate the product. The product was filtered overnight on a large Buchner (product formed a gel like suspension). The resulting wet solid was extracted with CH2Cl2 (˜2 L) and water, dried and evaporated to yield ˜60 g of 1-(bip... Reactants: CCC(C)=O, CCCCCCCCCCI, Cc1cc(N)c2ccccc2n1. The product is CCCCCCCCCC[n+]1c(C)cc(N)c2ccccc21, [I-]. Reaction SMILES: [CH2:24]([C:25]([CH3:26])=[O:27])[CH3:28].[I:1][CH2:2][CH2:3][CH2:4][CH2:5][CH2:6][CH2:7][CH2:8][CH2:9][CH2:10][CH3:11].[NH2:12][c:13]1[cH:14][c:15]([CH3:23])[n:16][c:17]2[cH:18][cH:19][cH:20][cH:21][c:22]12>>[CH2:2]([CH2:3][CH2:4][CH2:5][CH2:6][CH2:7][CH2:8][CH2:9][CH2:10][CH3:11])[n+:16]1[c:15]([CH3:23])[cH:14][c:13]([NH2:12])[c:22]2[c:17]1[cH:18][cH:19][cH:20][cH:21]2.[I-:1]. The reactants are COc1ccc(CN(CCCCCCC(=O)O)c2ccc(Br)cc2C=O)cc1, O=C([O-])[O-], CI, [K+], [K+], CN(C)C=O, O. Yields the product COC(=O)CCCCCCN(Cc1ccc(OC)cc1)c1ccc(Br)cc1C=O. As a reaction SMILES: [Br:1][c:2]1[cH:3][c:4]([CH:27]=[O:28])[c:5]([N:8]([CH2:9][CH2:10][CH2:11][CH2:12][CH2:13][CH2:14][C:15](=[O:16])[OH:17])[CH2:18][c:19]2[cH:20][cH:21][c:22]([O:25][CH3:26])[cH:23][cH:24]2)[cH:6][cH:7]1.[C:29](=[O:30])([O-:31])[O-:32].[I:35][CH3:36].[K+:33].[K+:34].[O:38]=[CH:39][N:40]([CH3:41])[CH3:42].[OH2:37]>>[Br:1][c:2]1[cH:3][c:4]([CH:27]=[O:28])[c:5]([N:8]([CH2:9][CH2:10][CH2:11][CH2:12][CH2:13][CH2:14][C:15](=[O:16])[O:17][CH3:29])[CH2:18][c:19]2[cH:20][cH:21][c:22]([O:25][CH3:26])[cH:23][cH:24]2)[cH:6][cH:7]1. Reactants: C(C)(C)(C)OC(=O)N1[C@@H](CN[C@H](C1)CF)C ((2R,5R)-5-fluoromethyl-2-methyl-piperazine-1-carboxylic acid tert-butyl ester), C([O-])([O-])=O.[K+].[K+] (potassium carbonate), BrCC(=O)OCC1=CC=CC=C1 (benzyl bromoacetate), C(C)#N (acetonitrile). Run in O (water). Conditions: temperature 20 celsius, time 18 hour. The product is C(C)(C)(C)OC(=O)N1[C@@H](CN([C@H](C1)CF)CC(=O)OCC1=CC=CC=C1)C ((2R,5R)-4-Benzyloxycarbonylmethyl-5-fluoromethyl-2-methyl-piperazine-1-carboxylic acid tert-butyl ester). Isolated yield 87.8%. As a reaction SMILES: [C:1]([O:5][C:6]([N:8]1[CH2:13][C@H:12]([CH2:14][F:15])[NH:11][CH2:10][C@H:9]1[CH3:16])=[O:7])([CH3:4])([CH3:3])[CH3:2].C(=O)([O-])[O-].[K+].[K+].Br[CH2:24][C:25]([O:27][CH2:28][C:29]1[CH:34]=[CH:33][CH:32]=[CH:31][CH:30]=1)=[O:26].C(#N)C>O>[C:1]([O:5][C:6]([N:8]1[CH2:13][C@H:12]([CH2:14][F:15])[N:11]([CH2:24][C:25]([O:27][CH2:28][C:29]2[CH:34]=[CH:33][CH:32]=[CH:31][CH:30]=2)=[O:26])[CH2:10][C@H:9]1[CH3:16])=[O:7])([CH3:4])([CH3:3])[CH3:2] |f:1.2.3|. Procedure: A mixture of (2R,5R)-5-fluoromethyl-2-methyl-piperazine-1-carboxylic acid tert-butyl ester (0.371 g, 1.27 mmol), potassium carbonate (0.70 g, 5.1 mmol), benzyl bromoacetate (0.38 g, 1.65 mmol) and acetonitrile (10 mL) was stirred at 20° C. for 18 h. Mixture was poured into water (50 mL) and extracted with DCM (3×30 mL). Combined organic extracts were dried (Na2SO4) and evaporated in vacuo to give an oil. Chromatography (SiO2; gradient elution with 0-100% Et2O in 40-60 petroleum ether) gave the t... Procedure: A mixture of 6-bromo-4-(ethylthio)pyrrolo[1,2-b]pyridazine-3-carboxamide (1.2 g, 4.00 mmol), (6-methoxypyridin-3-yl)boronic acid (0.881 g, 6.00 mmol), palladium (II) acetate (0.090 g, 0.400 mmol) and 2-(dicyclohexylphosphino)-2′,4′,6′-triisopropylbyphenyl (XPhos) (0.381 g, 0.800 mmol) was pumped under vacuum and backfilled with nitrogen three times. Next, potassium phosphate, tribasic, 2M (7.60 mL, 15.19 mmol) and dioxane (Volume: 30 mL) were quickly added. The resulting orange suspension was ag... As a reaction SMILES: Br[C:2]1[CH:3]=[C:4]2[C:9]([S:10][CH2:11][CH3:12])=[C:8]([C:13]([NH2:15])=[O:14])[CH:7]=[N:6][N:5]2[CH:16]=1.[CH3:17][O:18][C:19]1[N:24]=[CH:23][C:22](B(O)O)=[CH:21][CH:20]=1.P([O-])([O-])([O-])=O.[K+].[K+].[K+]>C([O-])(=O)C.[Pd+2].C([O-])(=O)C.O1CCOCC1>[CH2:11]([S:10][C:9]1[C:4]2[N:5]([CH:16]=[C:2]([C:22]3[CH:23]=[N:24][C:19]([O:18][CH3:17])=[CH:20][CH:21]=3)[CH:3]=2)[N:6]=[CH:7][C:8]=1[C:13]([NH2:15])=[O:14])[CH3:12] |f:2.3.4.5,6.7.8|. Solvent: O1CCOCC1 (dioxane). Reaction conditions: temperature 125 celsius. Product: C(C)SC=1C=2N(N=CC1C(=O)N)C=C(C2)C=2C=NC(=CC2)OC (4-(ethylthio)-6-(6-methoxypyridin-3-yl)pyrrolo[1,2-b]pyridazine-3-carboxamide). The reactants are BrC=1C=C2N(N=CC(=C2SCC)C(=O)N)C1 (6-bromo-4-(ethylthio)pyrrolo[1,2-b]pyridazine-3-carboxamide), COC1=CC=C(C=N1)B(O)O ((6-methoxypyridin-3-yl)boronic acid), P(=O)([O-])([O-])[O-].[K+].[K+].[K+] (potassium phosphate). Reagents/catalysts: C(C)(=O)[O-].[Pd+2].C(C)(=O)[O-] (palladium (II) acetate).